Dataset: the Open Reaction Database (ORD), a public repository of structured organic reaction records. Task: describe an organic reaction: reactants, conditions, products, and yield Starting materials: CC(C)N, O=C(O)c1cc2c(N3CCOCC3)nc(-c3cccc4[nH]ncc34)nc2s1. The product is CC(C)NC(=O)c1cc2c(N3CCOCC3)nc(-c3cccc4[nH]ncc34)nc2s1. Reaction SMILES: [CH3:28][CH:29]([CH3:30])[NH2:31].[nH:1]1[n:2][cH:3][c:4]2[c:5](-[c:10]3[n:11][c:12]([N:22]4[CH2:23][CH2:24][O:25][CH2:26][CH2:27]4)[c:13]4[c:14]([n:15]3)[s:16][c:17]([C:19](=[O:20])[OH:21])[cH:18]4)[cH:6][cH:7][cH:8][c:9]12>>[nH:1]1[n:2][cH:3][c:4]2[c:5](-[c:10]3[n:11][c:12]([N:22]4[CH2:23][CH2:24][O:25][CH2:26][CH2:27]4)[c:13]4[c:14]([n:15]3)[s:16][c:17]([C:19](=[O:21])[NH:31][CH:29]([CH3:28])[CH3:30])[cH:18]4)[cH:6][cH:7][cH:8][c:9]12. The product is COC(=O)CCC(O)c1ccc(F)c(C)c1. The reactants are B, C1CCOC1, C1CCOC1, Cc1ccccc1, COC(=O)CCC(=O)c1ccc(F)c(C)c1. RXN SMILES: [BH3:1].[CH2:2]1[O:3][CH2:4][CH2:5][CH2:6]1.[CH2:30]1[O:31][CH2:32][CH2:33][CH2:34]1.[CH3:23][c:24]1[cH:25][cH:26][cH:27][cH:28][cH:29]1.[F:7][c:8]1[c:9]([CH3:22])[cH:10][c:11]([C:14]([CH2:15][CH2:16][C:17](=[O:18])[O:19][CH3:20])=[O:21])[cH:12][cH:13]1>>[F:7][c:8]1[c:9]([CH3:22])[cH:10][c:11]([CH:14]([CH2:15][CH2:16][C:17](=[O:18])[O:19][CH3:20])[OH:21])[cH:12][cH:13]1. Starting materials: BrC1=CC=2C3=C(C(NC2C=C1)=O)NC=C3.C(C)C(=O)[O-] (8-bromo-4-oxo-4,5-dihydro-3H-pyrrolo[2,3-c]quinoline 1-ethyl carboxylate), CS(=O)(=O)C1=CC=C(C=C1)B(O)O (4-methanesulfonylphenylboronic acid). The product is CS(=O)(=O)C1=CC=C(C=C1)C1=CC=2C3=C(C(NC2C=C1)=O)NC=C3.C(C)C(=O)[O-] (8-(4-Methanesulfonyl-phenyl)-4-oxo-4,5-dihydro-3H-pyrrolo[2,3-c]quinoline 1-ethyl carboxylate). As a reaction SMILES: Br[C:2]1[CH:11]=[CH:10][C:9]2[NH:8][C:7](=[O:12])[C:6]3[NH:13][CH:14]=[CH:15][C:5]=3[C:4]=2[CH:3]=1.[CH2:16]([C:18]([O-:20])=[O:19])[CH3:17].[CH3:21][S:22]([C:25]1[CH:30]=[CH:29][C:28](B(O)O)=[CH:27][CH:26]=1)(=[O:24])=[O:23]>>[CH3:21][S:22]([C:25]1[CH:30]=[CH:29][C:28]([C:2]2[CH:11]=[CH:10][C:9]3[NH:8][C:7](=[O:12])[C:6]4[NH:13][CH:14]=[CH:15][C:5]=4[C:4]=3[CH:3]=2)=[CH:27][CH:26]=1)(=[O:24])=[O:23].[CH2:16]([C:18]([O-:20])=[O:19])[CH3:17] |f:0.1,3.4|. Procedure details: This compound is prepared according to synthesis 229, from 200 mg (0.49 mmol) of 8-bromo-4-oxo-4,5-dihydro-3H-pyrrolo[2,3-c]quinoline-1-ethyl carboxylate and 110 mg (0.55 mmol) of 4-methanesulfonylphenylboronic acid to give, after purification by chromatography on silica (eluent dichloromethane/methanol 95/5), 49 mg (32%) of 8-(4-methanesulfonyl-phenyl)-4-oxo-4,5-dihydro-3H-pyrrolo[2,3-c]quinoline-1-ethyl carboxylate in the form of a white solid.